This data is from the Open Reaction Database (ORD), a public repository of structured organic reaction records. The task is: describe an organic reaction: reactants, conditions, products, and yield The reactants are C(C1=CC=CC=C1)C1=C(C=CC=C1)NC(CCCCCBr)=O (2-benzyl-1-(6-bromohexanoylamino)benzene), FC1=CC=C(C=C1)CC1=CC=C(C=C1)N1CCNCC1 (1-[4-(4-fluorophenyl)methylphenyl]piperazine). The product is C(C1=CC=CC=C1)C1=C(C=CC=C1)NC(CCCCCN1CCN(CC1)C1=CC=C(C=C1)CC1=CC=C(C=C1)F)=O (2-benzyl-1-[6-(4-(4-(4-fluorophenyl)methylphenyl)piperazin-1-yl)hexanoylamino]benzene). As a reaction SMILES: [CH2:1]([C:8]1[CH:13]=[CH:12][CH:11]=[CH:10][C:9]=1[NH:14][C:15](=[O:22])[CH2:16][CH2:17][CH2:18][CH2:19][CH2:20]Br)[C:2]1[CH:7]=[CH:6][CH:5]=[CH:4][CH:3]=1.[F:23][C:24]1[CH:29]=[CH:28][C:27]([CH2:30][C:31]2[CH:36]=[CH:35][C:34]([N:37]3[CH2:42][CH2:41][NH:40][CH2:39][CH2:38]3)=[CH:33][CH:32]=2)=[CH:26][CH:25]=1>>[CH2:1]([C:8]1[CH:13]=[CH:12][CH:11]=[CH:10][C:9]=1[NH:14][C:15](=[O:22])[CH2:16][CH2:17][CH2:18][CH2:19][CH2:20][N:40]1[CH2:39][CH2:38][N:37]([C:34]2[CH:33]=[CH:32][C:31]([CH2:30][C:27]3[CH:28]=[CH:29][C:24]([F:23])=[CH:25][CH:26]=3)=[CH:36][CH:35]=2)[CH2:42][CH2:41]1)[C:2]1[CH:7]=[CH:6][CH:5]=[CH:4][CH:3]=1. Procedure: The compound (12) synthesized in Reference Example 12 and the compound (5) synthesized in Reference Example 5 were used to produce the above compound in the same way as Example 1.